This data is from the Open Reaction Database (ORD), a public repository of structured organic reaction records. The task is: describe an organic reaction: reactants, conditions, products, and yield The reactants are CC=1C=C(C=CC1C)CCC1=CC=C(C=C1)N (4-[2-(3,4-dimethylphenyl)ethyl]-benzenamine), COC(C1=C(C=CC(=C1)[N+](=O)[O-])Br)=O (2-bromo-5-nitrobenzoic acid methyl ester), C([O-])([O-])=O.[Cs+].[Cs+] (cesium carbonate), dibenzylideneacetone-dipaladium(0). The reagents and catalysts are C1(=CC=C(C=C1)P(C1=CC=C(C=C1)C)C1=C(C2=CC=CC=C2C=C1)C1=CC=CC2=CC=CC=C12)C (di-p-tolylphosphino-1,1′-binaphthyl), [Pd] (Pd). The solvent is C1(=CC=CC=C1)C (toluene). The product is COC(C1=C(C=CC(=C1)[N+](=O)[O-])NC1=CC=C(C=C1)CCC1=CC(=C(C=C1)C)C)=O (2-{4-[2-(3,4-Dimethyl-phenyl)-ethyl]phenylamino}-5-nitrobenzoic acid methyl ester). The yield is 87.8%. Reaction SMILES: [CH3:1][C:2]1[CH:3]=[C:4]([CH2:9][CH2:10][C:11]2[CH:16]=[CH:15][C:14]([NH2:17])=[CH:13][CH:12]=2)[CH:5]=[CH:6][C:7]=1[CH3:8].[CH3:18][O:19][C:20](=[O:31])[C:21]1[CH:26]=[C:25]([N+:27]([O-:29])=[O:28])[CH:24]=[CH:23][C:22]=1Br.C(=O)([O-])[O-].[Cs+].[Cs+]>C1(C)C=CC=CC=1.[Pd].C1(C)C=CC(P(C2C=CC3C(=CC=CC=3)C=2C2C3C(=CC=CC=3)C=CC=2)C2C=CC(C)=CC=2)=CC=1>[CH3:18][O:19][C:20](=[O:31])[C:21]1[CH:26]=[C:25]([N+:27]([O-:29])=[O:28])[CH:24]=[CH:23][C:22]=1[NH:17][C:14]1[CH:13]=[CH:12][C:11]([CH2:10][CH2:9][C:4]2[CH:5]=[CH:6][C:7]([CH3:8])=[C:2]([CH3:1])[CH:3]=2)=[CH:16][CH:15]=1 |f:2.3.4|. Procedure: The title compound was prepared from 4-[2-(3,4-dimethylphenyl)ethyl]-benzenamine (1.0 g, 4.43 mmol), 2-bromo-5-nitrobenzoic acid methyl ester (0.96 g, 3.69 mmol), cesium carbonate (1.68 g, 5.17 mmol), tris(dibenzylideneacetone-dipaladium(0) (101 mg, 0.11 mmol) and (S)-(2,2′-bis(di-p-tolylphosphino-1,1′-binaphthyl (98%, (S)-tol-BINAP) (113 mg, 0.17 mmol) (Ligand/Pd=1.5) in anhydrous toluene (32 mL) using the procedure described in Example 2, step C. This procedure yielded an yellow solid, 1.31 g ...